Dataset: the Open Reaction Database (ORD), a public repository of structured organic reaction records. Task: describe an organic reaction: reactants, conditions, products, and yield Reactants: ClC1=CC=C(C=C1)NC(N(C1CNCC1)CC)=O (3-(4-chloro-phenyl)-1-ethyl-1-pyrrolidin-3-yl-urea), C([O-])([O-])=O.[K+].[K+] (potassium carbonate), BrCC\C=C/1\C2=C(OCC3=C1C=CC=N3)C=CC(=C2)C(C)(C)O ((E)-2-[5-(3-bromo-propylidene)-5,11-dihydro-10-oxa-1-aza-dibenzo[a,d]cyclohepten-7-yl]-propan-2-ol). The solvent is C(C)#N.O (acetonitrile water). Run at temperature 50 celsius, time 24 hour. The product is ClC1=CC=C(C=C1)NC(N(C1CN(CC1)CCC=C1C2=C(OCC3=C1C=CC=N3)C=CC(=C2)C(C)(C)O)CC)=O (3-(4-Chloro-phenyl)-1-ethyl-1-(1-{3-[7-(1-hydroxy-1-methyl-ethyl)-11H-10-oxa-1-aza-dibenzo[a,d]cyclohepten-5-ylidene]-propyl}-pyrrolidin-3-yl)-urea). Reaction SMILES: [Cl:1][C:2]1[CH:7]=[CH:6][C:5]([NH:8][C:9](=[O:18])[N:10]([CH2:16][CH3:17])[CH:11]2[CH2:15][CH2:14][NH:13][CH2:12]2)=[CH:4][CH:3]=1.C(=O)([O-])[O-].[K+].[K+].Br[CH2:26][CH2:27]/[CH:28]=[C:29]1/[C:30]2[CH:43]=[C:42]([C:44]([OH:47])([CH3:46])[CH3:45])[CH:41]=[CH:40][C:31]=2[O:32][CH2:33][C:34]2[N:39]=[CH:38][CH:37]=[CH:36][C:35]/1=2>C(#N)C.O>[Cl:1][C:2]1[CH:7]=[CH:6][C:5]([NH:8][C:9](=[O:18])[N:10]([CH2:16][CH3:17])[CH:11]2[CH2:15][CH2:14][N:13]([CH2:26][CH2:27][CH:28]=[C:29]3[C:35]4[CH:36]=[CH:37][CH:38]=[N:39][C:34]=4[CH2:33][O:32][C:31]4[CH:40]=[CH:41][C:42]([C:44]([OH:47])([CH3:46])[CH3:45])=[CH:43][C:30]3=4)[CH2:12]2)=[CH:4][CH:3]=1 |f:1.2.3,5.6|. Procedure: To a solution of 3-(4-chloro-phenyl)-1-ethyl-1-pyrrolidin-3-yl-urea (0.21 g, 0.8 mmol) in acetonitrile:water (4:1) was added potassium carbonate (0.16 g, 0.8 mmol) and (E)-2-[5-(3-bromo-propylidene)-5,11-dihydro-10-oxa-1-aza-dibenzo[a,d]cyclohepten-7-yl]-propan-2-ol (0.15 g, 0.4 mmol) and the resulting mixture was stirred at 50° C. for 24 h. The reaction mixture was concentrated in vacuo, diluted with ethyl acetate, and dried over sodium sulfate. The crude product was purified by flash chromatog... Reactants: C1(=CC=C(C=C1)CC(CC1=CC=C(C=C1)C)=O)C (1,3-bis(p-tolyl)-2-propanone), CC1=CC=C(C=C1)C(=O)C(=O)C1=CC=C(C=C1)C (4,4′-dimethylbenzil), [OH-].C(C1=CC=CC=C1)[N+](C)(C)C (benzyltrimethylammonium hydroxide). Solvent: C(C)O (ethanol). Conditions: time 25 minute. The product is C1(=CC=C(C=C1)C1=C(C(=C(C1=O)C1=CC=C(C=C1)C)C1=CC=C(C=C1)C)C1=CC=C(C=C1)C)C (1,2,3,4-Tetra(p-tolyl)cyclopenta-1,3-dien-5-one). Reaction SMILES: [C:1]1([CH3:18])[CH:6]=[CH:5][C:4]([CH2:7][C:8](=[O:17])[CH2:9][C:10]2[CH:15]=[CH:14][C:13]([CH3:16])=[CH:12][CH:11]=2)=[CH:3][CH:2]=1.[CH3:19][C:20]1[CH:25]=[CH:24][C:23]([C:26]([C:28]([C:30]2[CH:35]=[CH:34][C:33]([CH3:36])=[CH:32][CH:31]=2)=O)=O)=[CH:22][CH:21]=1.[OH-].C([N+](C)(C)C)C1C=CC=CC=1>C(O)C>[C:1]1([CH3:18])[CH:6]=[CH:5][C:4]([C:7]2[C:8](=[O:17])[C:9]([C:10]3[CH:11]=[CH:12][C:13]([CH3:16])=[CH:14][CH:15]=3)=[C:28]([C:30]3[CH:35]=[CH:34][C:33]([CH3:36])=[CH:32][CH:31]=3)[C:26]=2[C:23]2[CH:22]=[CH:21][C:20]([CH3:19])=[CH:25][CH:24]=2)=[CH:3][CH:2]=1 |f:2.3|. Reported procedure: 23.13 g (0.11 mol) of 1,3-bis(p-tolyl)-2-propanone and 26.2 g (0.11 mol) of 4,4′-dimethylbenzil were dissolved in 75 ml of hot ethanol (abs.). 53 ml of a methanolic benzyltrimethylammonium hydroxide solution (0.11 mol Triton B, 35% Fluka) were slowly added dropwise at 80° C. with stirring (caution: the reaction batch froths vigorously) and refluxing was effected for 25 minutes. The crude product was filtered off after three hours, then washed with cold ethanol and recrystallized from toluene (vi...